The task is: describe an organic reaction: reactants, conditions, products, and yield. This data is from the Open Reaction Database (ORD), a public repository of structured organic reaction records. Starting materials: BrCC(=O)OC(C)(C)C (tert-butyl bromoacetate), C(C)(C)NC(C)C (N,N-diisopropylamine), ice water, Cl (hydrochloric acid), solution, C(CCC)[Li] (n-butyllithium), CC(CC=C1CCC2(N(C(CS2)=O)CCC(=O)O)CC1)C (3-[8-(3-methylbutylidene)-3-oxo-1-thia-4-azaspiro[4.5]decan-4-yl]-propionic acid). Run in O1CCCC1 (tetrahydrofuran), CCCCCC (hexane), C(C)(=O)OCC (ethyl acetate), O1CCCC1 (tetrahydrofuran). Run at temperature -70 celsius, time 10 minute. The product is C(C)(C)(C)OC(CC1SC2(N(C1=O)CCC(=O)O)CCC(CC2)=CCC(C)C)=O (3-[2-[2-(tert-butoxy)-2-oxoethyl]-8-(3-methylbutylidene)-3-oxo-1-thia-4-azaspiro[4.5]decan-4-yl]-propionic acid). As a reaction SMILES: C(NC(C)C)(C)C.C([Li])CCC.[CH3:13][CH:14]([CH3:33])[CH2:15][CH:16]=[C:17]1[CH2:32][CH2:31][C:20]2([S:24][CH2:23][C:22](=[O:25])[N:21]2[CH2:26][CH2:27][C:28]([OH:30])=[O:29])[CH2:19][CH2:18]1.Br[CH2:35][C:36]([O:38][C:39]([CH3:42])([CH3:41])[CH3:40])=[O:37].Cl>CCCCCC.O1CCCC1.C(OCC)(=O)C>[C:39]([O:38][C:36](=[O:37])[CH2:35][CH:23]1[C:22](=[O:25])[N:21]([CH2:26][CH2:27][C:28]([OH:30])=[O:29])[C:20]2([CH2:31][CH2:32][C:17](=[CH:16][CH2:15][CH:14]([CH3:33])[CH3:13])[CH2:18][CH2:19]2)[S:24]1)([CH3:42])([CH3:41])[CH3:40]. Reported procedure: In an atmosphere of nitrogen, 1.97 ml of N,N-diisopropylamine was added to 10 ml of anhydrous tetrahydrofuran, to which was dropwise added 9.50 ml of a solution of n-butyllithium in hexane (1.58 mol/L) at −30° C. The mixture was stirred at the same temperature for 10 minutes and then cooled to −70° C., to which was dropwise added a solution of 1.56 g of 3-[8-(3-methylbutylidene)-3-oxo-1-thia-4-azaspiro[4.5]decan-4-yl]-propionic acid in 20 ml of anhydrous tetrahydrofuran. After stirring the resul... The reactants are Cl.COC1=CC=C(C(=N)N)C=C1 (4-methoxybenzamidine hydrochloride salt), N(=[N+]=[N-])CC=1C=C(C(=O)NN)C=CC1 (3-azidomethyl-benzoic acid hydrazide), [Na] (sodium). The solvent is C(C)O (ethanol), C(C)O (ethanol). Conditions: time 30 minute. Yields the product N(=[N+]=[N-])CC=1C=C(C=CC1)C1=NNC(=N1)C1=CC=C(C=C1)OC (3-(3-Azidomethyl-phenyl)-5-(4-methoxy-phenyl)-1H-[1,2,4]triazole). The yield is 56.7%. Reaction SMILES: Cl.[CH3:2][O:3][C:4]1[CH:12]=[CH:11][C:7]([C:8]([NH2:10])=[NH:9])=[CH:6][CH:5]=1.[Na].[N:14]([CH2:17][C:18]1[CH:19]=[C:20]([CH:25]=[CH:26][CH:27]=1)[C:21]([NH:23]N)=O)=[N+:15]=[N-:16]>C(O)C>[N:14]([CH2:17][C:18]1[CH:19]=[C:20]([C:21]2[N:10]=[C:8]([C:7]3[CH:11]=[CH:12][C:4]([O:3][CH3:2])=[CH:5][CH:6]=3)[NH:9][N:23]=2)[CH:25]=[CH:26][CH:27]=1)=[N+:15]=[N-:16] |f:0.1,^1:12|. Procedure details: To an ethanolic suspension of 4-methoxybenzamidine hydrochloride salt (1:1) (2.01 g, 10.8 mmol, 1.5 eq.) was added sodium (331 mg, 14.4 mmol, 2 eq.) in ethanol (60 ml), stirring was then continued for 30 min. at r.t. 3-azidomethyl-benzoic acid hydrazide (1.37 g, 7.2 mmol) in ethanol was then added at 20° C. and the mixture heated at reflux for 18 hrs. Upon cooling the product mixture was filtered, the solvent was evaporated and the residue chromatographed over 20 g SiO2 (Merck 230-400 mesh) with... Run at temperature 70 celsius, time 8 hour. Yield: 98.3%. Procedure details: To a mixture of (±)-5-[1-(4′-tert-butyl-2,6-dimethyl-biphenyl-4-yloxy)-ethyl]-thiophene-2-carboxylic acid ethyl ester (0.603 g, 1.38 mmol) in THF (14 mL) is added lithium hydroxide (1N aqueous, 14 mL). The mixture is warmed to 70° C. and stirred overnight. The reaction mixture is acidified with 1N HCl (15 mL), extracted into ethyl acetate (3×25 mL), dried over MgSO4, and concentrated, to provide (±)-5-[1-(4′-tert-butyl-2,6-dimethyl-biphenyl-4-yloxy)-ethyl]-thiophene-2-carboxylic acid (0.554 g, 9... Starting materials: [OH-].[Li+] (lithium hydroxide), C(C)OC(=O)C=1SC(=CC1)C(C)OC1=CC(=C(C(=C1)C)C1=CC=C(C=C1)C(C)(C)C)C ((±)-5-[1-(4′-tert-butyl-2,6-dimethyl-biphenyl-4-yloxy)-ethyl]-thiophene-2-carboxylic acid ethyl ester), Cl (HCl). Reaction SMILES: C([O:3][C:4]([C:6]1[S:7][C:8]([CH:11]([O:13][C:14]2[CH:19]=[C:18]([CH3:20])[C:17]([C:21]3[CH:26]=[CH:25][C:24]([C:27]([CH3:30])([CH3:29])[CH3:28])=[CH:23][CH:22]=3)=[C:16]([CH3:31])[CH:15]=2)[CH3:12])=[CH:9][CH:10]=1)=[O:5])C.[OH-].[Li+].Cl>C1COCC1>[C:27]([C:24]1[CH:23]=[CH:22][C:21]([C:17]2[C:18]([CH3:20])=[CH:19][C:14]([O:13][CH:11]([C:8]3[S:7][C:6]([C:4]([OH:5])=[O:3])=[CH:10][CH:9]=3)[CH3:12])=[CH:15][C:16]=2[CH3:31])=[CH:26][CH:25]=1)([CH3:30])([CH3:28])[CH3:29] |f:1.2|. Run in C1CCOC1 (THF). Yields the product C(C)(C)(C)C1=CC=C(C=C1)C1=C(C=C(C=C1C)OC(C)C1=CC=C(S1)C(=O)O)C ((±)-5-[1-(4′-tert-butyl-2,6-dimethyl-biphenyl-4-yloxy)-ethyl]-thiophene-2-carboxylic acid).